The task is: describe an organic reaction: reactants, conditions, products, and yield. This data is from the Open Reaction Database (ORD), a public repository of structured organic reaction records. Run in C1CCOC1 (THF). Reaction SMILES: [Br:1][C:2]1[CH:7]=[CH:6][C:5]([NH:8][C:9](=[NH:20])[C:10]([C:13]2[CH:18]=[CH:17][CH:16]=[CH:15][C:14]=2[F:19])([CH3:12])[CH3:11])=[CH:4][CH:3]=1.C([O-])(O)=O.[Na+].Br[CH2:27][C:28](=O)[C:29]([O:31][CH2:32][CH3:33])=[O:30]>C1COCC1>[Br:1][C:2]1[CH:3]=[CH:4][C:5]([N:8]2[CH:27]=[C:28]([C:29]([O:31][CH2:32][CH3:33])=[O:30])[N:20]=[C:9]2[C:10]([C:13]2[CH:18]=[CH:17][CH:16]=[CH:15][C:14]=2[F:19])([CH3:12])[CH3:11])=[CH:6][CH:7]=1 |f:1.2|. Starting materials: BrC1=CC=C(C=C1)NC(C(C)(C)C1=C(C=CC=C1)F)=N (N-(4-bromophenyl)-2-(2-fluorophenyl)-2-methylpropanimidamide), C(=O)(O)[O-].[Na+] (NaHCO3), BrCC(C(=O)OCC)=O (ethyl bromopyruvate). Isolated yield 66.5%. Procedure: To a 250 mL round bottom flask attached with condenser was added N-(4-bromophenyl)-2-(2-fluorophenyl)-2-methylpropanimidamide (5.0 g, 15 mmol), anhydrous THF (80 mL), NaHCO3 (2.52 g, 30 mmol), and 90% ethyl bromopyruvate (1.90 mL, 15.1 mmol). The reaction mixture was stirred at 70° C. for 2 hr prior to analysis by LCMS. The cooled reaction mixture was decanted and concentrated in vacuo. The residue was taken into toluene (65 mL) and acetic acid (1.8 mL). The solution was stirred at reflux for 1 ... Reaction conditions: temperature 70 celsius, time 2 hour. The product is BrC1=CC=C(C=C1)N1C(=NC(=C1)C(=O)OCC)C(C)(C)C1=C(C=CC=C1)F (ethyl 1-(4-bromophenyl)-2-(2-(2-fluorophenyl)propan-2-yl)-1H-imidazole-4-carboxylate). Reactants: Br.CN1CC(C(=O)OC)=CCC1 (Methyl 1,2,5,6-tetrahydro-1-methylnicotinate hydrobromide), [Cl-].[Na+] (sodium chloride), C([O-])([O-])=O.[Na+].[Na+] (sodium carbonate). Solvent: O (water). Product: CN1CC(C(=O)OC)=CCC1 (methyl 1,2,5,6-tetrahydro-1-methylnicotinate). Yield: 82.0%. RXN SMILES: Br.[CH3:2][N:3]1[CH2:12][CH2:11][CH:10]=[C:5]([C:6]([O:8][CH3:9])=[O:7])[CH2:4]1.[Cl-].[Na+].C(=O)([O-])[O-].[Na+].[Na+]>O>[CH3:2][N:3]1[CH2:12][CH2:11][CH:10]=[C:5]([C:6]([O:8][CH3:9])=[O:7])[CH2:4]1 |f:0.1,2.3,4.5.6|. Procedure: Methyl 1,2,5,6-tetrahydro-1-methylnicotinate hydrobromide (Arecoline HBr) weighing 350 g, was dissolved in 600 ml of water. To this solution 50 g of sodium chloride was added and allowed to dissolve. To this solution approximately 400 ml of saturated sodium carbonate solution was added and the mixture extracted four times with (4×) 500 ml of ether. The combined ether extracts were dried over sodium sulfate and the ether evaporated under reduced pressure using a 40° water bath. The methyl 1,2,5,6... Starting materials: [Al+3], [H-], [H-], [H-], [H-], [Li+], [Na+], C1CCOC1, [OH-], O, N#CC1(c2c[nH]c3ccccc23)CC1. As a reaction SMILES: [Al+3:7].[H-:10].[H-:11].[H-:6].[H-:9].[Li+:8].[Na+:27].[O:1]1[CH2:2][CH2:3][CH2:4][CH2:5]1.[OH-:26].[OH2:28].[nH:12]1[cH:13][c:14]([C:21]2([C:24]#[N:25])[CH2:22][CH2:23]2)[c:15]2[cH:16][cH:17][cH:18][cH:19][c:20]12>>[nH:12]1[cH:13][c:14]([C:21]2([CH2:24][NH2:25])[CH2:22][CH2:23]2)[c:15]2[cH:16][cH:17][cH:18][cH:19][c:20]12. The product is NCC1(c2c[nH]c3ccccc23)CC1. The reactants are N(=NC(=O)OCC)C(=O)OCC (diethyl azodicarboxylate), C1(=CC=CC=C1)P(C1=CC=CC=C1)C1=CC=CC=C1 (triphenylphosphine), FC1=C(C=CC(=C1)O)C(C)=O (1-(2-Fluoro-4-hydroxy-phenyl)-ethanone), C(C)(C)(C)OC(=O)N1CCC(CC1)O (4-hydroxy-piperidine-1-carboxylic acid tert-butyl ester). Run in O1CCCC1 (tetrahydrofuran), O1CCCC1 (tetrahydrofuran). The product is C(C)(C)(C)OC(=O)N1CCC(CC1)OC1=CC(=C(C=C1)C(C)=O)F (4-(4-Acetyl-3-fluoro-phenoxy)-piperidine-1-carboxylic acid tert-butyl ester). As a reaction SMILES: N(C(OCC)=O)=NC(OCC)=O.C1(P(C2C=CC=CC=2)C2C=CC=CC=2)C=CC=CC=1.[F:32][C:33]1[CH:38]=[C:37]([OH:39])[CH:36]=[CH:35][C:34]=1[C:40](=[O:42])[CH3:41].[C:43]([O:47][C:48]([N:50]1[CH2:55][CH2:54][CH:53](O)[CH2:52][CH2:51]1)=[O:49])([CH3:46])([CH3:45])[CH3:44]>O1CCCC1>[C:43]([O:47][C:48]([N:50]1[CH2:55][CH2:54][CH:53]([O:39][C:37]2[CH:36]=[CH:35][C:34]([C:40](=[O:42])[CH3:41])=[C:33]([F:32])[CH:38]=2)[CH2:52][CH2:51]1)=[O:49])([CH3:46])([CH3:44])[CH3:45]. Procedure details: In a 500 mL round bottom flask, diethyl azodicarboxylate (16.9 g, 97.3 mmol) and triphenylphosphine (25.5 g, 97.3 mmol) in tetrahydrofuran (200 mL) were cooled to 0° C. 1-(2-Fluoro-4-hydroxy-phenyl)-ethanone (10.0 g, 64.9 mmol) and 4-hydroxy-piperidine-1-carboxylic acid tert-butyl ester (15.67 g, 77.9 mmol) in tetrahydrofuran (100 mL) were added. The reaction was warmed to ambient temperature 14 h. The solvents were concentrated under vacuum and methylene chloride (100 mL) and hexanes (500 mL) w... Starting materials: C1CCOC1, COc1ccc2cccnc2c1N1CCCN(C(c2ccn(C(C)C)n2)C(C)C(=O)O)CC1, CO, Cl, [Na+], [OH-]. Product: COc1ccc2cccnc2c1N1CCCN(C(CC(=O)O)c2ccn(C(C)C)n2)CC1. RXN SMILES: [CH2:34]1[O:35][CH2:36][CH2:37][CH2:38]1.[CH3:1][CH:2]([C:3](=[O:4])[OH:5])[CH:6]([N:7]1[CH2:8][CH2:9][N:10]([c:14]2[c:15]([O:24][CH3:25])[cH:16][cH:17][c:18]3[cH:19][cH:20][cH:21][n:22][c:23]23)[CH2:11][CH2:12][CH2:13]1)[c:26]1[n:27][n:28]([CH:31]([CH3:32])[CH3:33])[cH:29][cH:30]1.[CH3:42][OH:43].[ClH:41].[Na+:40].[OH-:39]>>[CH2:2]([C:3](=[O:4])[OH:5])[CH:6]([N:7]1[CH2:8][CH2:9][N:10]([c:14]2[c:15]([O:24][CH3:25])[cH:16][cH:17][c:18]3[cH:19][cH:20][cH:21][n:22][c:23]23)[CH2:11][CH2:12][CH2:13]1)[c:26]1[n:27][n:28]([CH:31]([CH3:32])[CH3:33])[cH:29][cH:30]1. Reactants: C(#N)C1=CC=C(OC=2C=C(C(=O)NC3CCNCC3)C=C(C2)OC2=CC=C(C=C2)C#N)C=C1 (3,5-bis-(4-cyano-phenoxy)-N-piperidin-4-yl-benzamide), C(C)(C)(C)OC(NCCCBr)=O ((3-bromo-propyl)-carbamic acid tert-butyl ester). Product: C(C)(C)(C)OC(NCCCN1CCC(CC1)NC(C1=CC(=CC(=C1)OC1=CC=C(C=C1)C#N)OC1=CC=C(C=C1)C#N)=O)=O ((3-{4-[3,5-Bis-(4-cyano-phenoxy)-benzoylamino]-piperidin-1-yl}-propyl)-carbamic Acid Tert-butyl Ester). Yield: 85.0%. RXN SMILES: [C:1]([C:3]1[CH:33]=[CH:32][C:6]([O:7][C:8]2[CH:9]=[C:10]([CH:20]=[C:21]([O:23][C:24]3[CH:29]=[CH:28][C:27]([C:30]#[N:31])=[CH:26][CH:25]=3)[CH:22]=2)[C:11]([NH:13][CH:14]2[CH2:19][CH2:18][NH:17][CH2:16][CH2:15]2)=[O:12])=[CH:5][CH:4]=1)#[N:2].[C:34]([O:38][C:39](=[O:45])[NH:40][CH2:41][CH2:42][CH2:43]Br)([CH3:37])([CH3:36])[CH3:35]>>[C:34]([O:38][C:39](=[O:45])[NH:40][CH2:41][CH2:42][CH2:43][N:17]1[CH2:16][CH2:15][CH:14]([NH:13][C:11](=[O:12])[C:10]2[CH:20]=[C:21]([O:23][C:24]3[CH:25]=[CH:26][C:27]([C:30]#[N:31])=[CH:28][CH:29]=3)[CH:22]=[C:8]([O:7][C:6]3[CH:5]=[CH:4][C:3]([C:1]#[N:2])=[CH:33][CH:32]=3)[CH:9]=2)[CH2:19][CH2:18]1)([CH3:37])([CH3:36])[CH3:35]. Reported procedure: Following procedure of Example 11(e) 3,5-bis-(4-cyano-phenoxy)-N-piperidin-4-yl-benzamide 0.35 g (0.79 mmol) and (3-bromo-propyl)-carbamic acid tert-butyl ester (0.188 g, 0.79 mmol) were used to afford 0.4 g of the required product. 1H NMR (DMSO-d6): δ 1.38 (9H, s), 1.52 (4H, m), 1.75 (2H, m), 1.90 (2H, m), 2.28 (2H, m), 2.82 (1H, m), 2.92 (2H, m), 3.74 (1H, brs), 3.68 (1H, m), 6.79 (1H, brs), 7.18 (1H, t), 7.26 (4H, d), 7.52 (2H, s), 7.88 (4H, d), 8.38 (1H, d). Reactants: ClC1=NC2=CC=C(C=C2C=C1)Cl (2,6-dichloroquinoline), CC1=CC=C(O1)CN (5-methyl-2-furanmethanamine), NCC1CC1 (aminomethylcyclopropane). The product is C1(CC1)CNC=1C=C2C=CC(=NC2=CC1)NCC=1OC(=CC1)C (N6-Cyclopropylmethyl-N2-(5-methyl-furan-2-ylmethyl)-quinoline-2,6-diamine). As a reaction SMILES: Cl[C:2]1[CH:11]=[CH:10][C:9]2[C:4](=[CH:5][CH:6]=[C:7](Cl)[CH:8]=2)[N:3]=1.[CH3:13][C:14]1[O:18][C:17]([CH2:19][NH2:20])=[CH:16][CH:15]=1.[NH2:21][CH2:22][CH:23]1[CH2:25][CH2:24]1>>[CH:23]1([CH2:22][NH:21][C:7]2[CH:8]=[C:9]3[C:4](=[CH:5][CH:6]=2)[N:3]=[C:2]([NH:20][CH2:19][C:17]2[O:18][C:14]([CH3:13])=[CH:15][CH:16]=2)[CH:11]=[CH:10]3)[CH2:25][CH2:24]1. Procedure details: The title compound, MS: m/e=308.4 (M+H+), was prepared in accordance with the general method of example 1 from 2,6-dichloroquinoline, 5-methyl-2-furanmethanamine and aminomethylcyclopropane.